From a dataset of the Open Reaction Database (ORD), a public repository of structured organic reaction records. describe an organic reaction: reactants, conditions, products, and yield Starting materials: Cc1cc2ncc(Br)cn2n1, C#Cc1ccc(F)cc1. The product is Cc1cc2ncc(C#Cc3ccc(F)cc3)cn2n1. As a reaction SMILES: [Br:1][c:2]1[cH:3][n:4][c:5]2[n:6]([cH:7]1)[n:8][c:9]([CH3:11])[cH:10]2.[C:12](#[CH:13])[c:14]1[cH:15][cH:16][c:17]([F:20])[cH:18][cH:19]1>>[c:2]1([C:13]#[C:12][c:14]2[cH:15][cH:16][c:17]([F:20])[cH:18][cH:19]2)[cH:3][n:4][c:5]2[n:6]([cH:7]1)[n:8][c:9]([CH3:11])[cH:10]2.